Dataset: the Open Reaction Database (ORD), a public repository of structured organic reaction records. Task: describe an organic reaction: reactants, conditions, products, and yield Yields the product O=C(c1ccccc1)c1nc(Br)ccc1[N+](=O)[O-]. Reaction SMILES: [BrH:20].[C:2]([c:3]1[cH:4][cH:5][cH:6][cH:7][cH:8]1)(=[O:9])[c:10]1[n:11][c:12]([NH2:19])[cH:13][cH:14][c:15]1[N+:16](=[O:17])[O-:18].[CH3:26][CH2:27][OH:28].[NH3:1].[Na+:21].[O-:22][N+:23](=[O:24])[O-:25].[O:29]=[CH:30][N:31]([CH3:32])[CH3:33].[OH2:34]>>[C:2]([c:3]1[cH:4][cH:5][cH:6][cH:7][cH:8]1)(=[O:9])[c:10]1[n:11][c:12]([Br:20])[cH:13][cH:14][c:15]1[N+:16](=[O:17])[O-:18]. The reactants are Br, Nc1ccc([N+](=O)[O-])c(C(=O)c2ccccc2)n1, CCO, N, [Na+], O=[N+]([O-])[O-], CN(C)C=O, O. Reactants: CC=1C=C(C=CC1C)NCCC=1C=NC(=CC1)C(F)(F)F ((3,4-dimethyl-phenyl)-[2-(6-trifluoromethyl-pyridin-3-yl)-ethyl]-amine), FC1=CC=C(C=C1)C(C(=O)O)=O ((4-fluoro-phenyl)-oxo-acetic acid), C(CCl)Cl (EDC). Solvent: C(Cl)Cl (CH2Cl2). Reaction conditions: time 12 hour. Product: CC=1C=C(C=CC1C)N(C(C(=O)C1=CC=C(C=C1)F)=O)CCC=1C=NC(=CC1)C(F)(F)F (N-(3,4-Dimethyl-phenyl)-2-(4-fluoro-phenyl)-2-oxo-N-[2-(6-trifluoromethyl-pyridin-3-yl)-ethyl]-acetamide). Yield: 70.0%. RXN SMILES: [CH3:1][C:2]1[CH:3]=[C:4]([NH:9][CH2:10][CH2:11][C:12]2[CH:13]=[N:14][C:15]([C:18]([F:21])([F:20])[F:19])=[CH:16][CH:17]=2)[CH:5]=[CH:6][C:7]=1[CH3:8].[F:22][C:23]1[CH:28]=[CH:27][C:26]([C:29](=[O:33])[C:30](O)=[O:31])=[CH:25][CH:24]=1.C(Cl)CCl>C(Cl)Cl>[CH3:1][C:2]1[CH:3]=[C:4]([N:9]([CH2:10][CH2:11][C:12]2[CH:13]=[N:14][C:15]([C:18]([F:21])([F:20])[F:19])=[CH:16][CH:17]=2)[C:30](=[O:31])[C:29]([C:26]2[CH:27]=[CH:28][C:23]([F:22])=[CH:24][CH:25]=2)=[O:33])[CH:5]=[CH:6][C:7]=1[CH3:8]. Reported procedure: To a solution of (3,4-dimethyl-phenyl)-[2-(6-trifluoromethyl-pyridin-3-yl)-ethyl]-amine (500 mg, 1.70 mmol, as described in example 1, step 3) in CH2Cl2 (15 mL) was added under a nitrogen atmosphere at 0° C. (4-fluoro-phenyl)-oxo-acetic acid (300 mg, 1.78 mmol, commercially available) and EDC (342 mg, 1.78 mmol). After stirring for 12 h a ambient temperature, the mixture was washed with aqueous Na2CO3 (saturated, 15 mL) and water (15 mL), the combined aqueous layers were extracted with CH2Cl2 (3...